This data is from the Open Reaction Database (ORD), a public repository of structured organic reaction records. The task is: describe an organic reaction: reactants, conditions, products, and yield Starting materials: C1(CC1)C1=CC=C(CNCCC2=CC(=C(C=C2)F)C(F)(F)F)C=C1 ((4-cyclopropylbenzyl)-[2-(4-fluoro-3-trifluoromethylphenyl)-ethyl]-amine), [BH4-].[Na+] (sodium borohydride), C1(CCC1)C1=CC=C(C=O)C=C1 (4-cyclobutyl-benzaldehyde), ClC=1C=C(C=CC1Cl)CCN (2-(3,4-dichloro-phenyl)-ethylamine). Product: C1(CCC1)C1=CC=C(CNCCC2=CC(=C(C=C2)Cl)Cl)C=C1 ((4-cyclobutyl-benzyl)-[2-(3,4-dichloro-phenyl)-ethyl]-amine). RXN SMILES: C1(C2C=CC(CNCCC3C=CC(F)=C(C(F)(F)F)C=3)=CC=2)CC1.[CH:25]1([C:29]2[CH:36]=[CH:35][C:32]([CH:33]=O)=[CH:31][CH:30]=2)[CH2:28][CH2:27][CH2:26]1.[Cl:37][C:38]1[CH:39]=[C:40]([CH2:45][CH2:46][NH2:47])[CH:41]=[CH:42][C:43]=1[Cl:44].[BH4-].[Na+]>>[CH:25]1([C:29]2[CH:36]=[CH:35][C:32]([CH2:33][NH:47][CH2:46][CH2:45][C:40]3[CH:41]=[CH:42][C:43]([Cl:44])=[C:38]([Cl:37])[CH:39]=3)=[CH:31][CH:30]=2)[CH2:28][CH2:27][CH2:26]1 |f:3.4|. Procedure: The title compound was synthesized in analogy to (4-cyclopropylbenzyl)-[2-(4-fluoro-3-trifluoromethylphenyl)-ethyl]-amine (described in example S53) using 200 mg of 4-cyclobutyl-benzaldehyde (1.25 mmol), 237 mg of 2-(3,4-dichloro-phenyl)-ethylamine (1.25 mmol) and 71 mg of sodium borohydride (1.87 mmol). The isolated yellow oil (416 mg, 100%) was used in the following step without further purification. 1H NMR (CDCl3, 300 MHz): δ 1.84 (m, 1H), 1.95-2.21 (m, 3H), 2.33 (m, 2H), 2.76 (m, 2H), 2.87 (... Reactants: COC(C)(C)C, CN(C)C(=O)Cl, Cc1ccccc1, CC(C)C(C)(O)C(C)C, [H-], [Na+]. The product is CC(C)C(C)(OC(=O)N(C)C)C(C)C. RXN SMILES: [C:25]([O:26][CH3:27])([CH3:28])([CH3:29])[CH3:30].[CH3:12][N:13]([C:14](=[O:15])[Cl:16])[CH3:17].[CH3:18][c:19]1[cH:20][cH:21][cH:22][cH:23][cH:24]1.[CH3:1][CH:2]([CH3:3])[C:4]([CH:5]([CH3:6])[CH3:7])([OH:8])[CH3:9].[H-:11].[Na+:10]>>[CH3:1][CH:2]([CH3:3])[C:4]([CH:5]([CH3:6])[CH3:7])([O:8][C:14]([N:13]([CH3:12])[CH3:17])=[O:15])[CH3:9]. Reaction SMILES: [Br:9][c:10]1[c:11]([F:20])[c:12]([C:13](=[O:14])[O:15][CH3:16])[cH:17][cH:18][cH:19]1.[C:1]([NH2:2])(=[O:3])[O:4][C:5]([CH3:6])([CH3:7])[CH3:8].[C:21](=[O:22])([O-:23])[O-:24].[CH3:94][c:95]1[cH:96][cH:97][cH:98][cH:99][cH:100]1.[Cl:90][CH:91]([Cl:92])[Cl:93].[Cs+:25].[Cs+:26].[F:27][C:28]([F:29])([F:30])[C:31]([OH:32])=[O:33].[O:36]=[C:37]([CH:38]=[CH:39][c:40]1[cH:41][cH:42][cH:43][cH:44][cH:45]1)[CH:46]=[CH:47][c:48]1[cH:49][cH:50][cH:51][cH:52][cH:53]1.[O:54]=[C:55]([CH:56]=[CH:57][c:58]1[cH:59][cH:60][cH:61][cH:62][cH:63]1)[CH:64]=[CH:65][c:66]1[cH:67][cH:68][cH:69][cH:70][cH:71]1.[O:72]=[C:73]([CH:74]=[CH:75][c:76]1[cH:77][cH:78][cH:79][cH:80][cH:81]1)[CH:82]=[CH:83][c:84]1[cH:85][cH:86][cH:87][cH:88][cH:89]1.[Pd:34].[Pd:35]>>[NH2:2][c:10]1[c:11]([F:20])[c:12]([C:13](=[O:14])[O:15][CH3:16])[cH:17][cH:18][cH:19]1. Yields the product COC(=O)c1cccc(N)c1F. Starting materials: COC(=O)c1cccc(Br)c1F, CC(C)(C)OC(N)=O, O=C([O-])[O-], Cc1ccccc1, ClC(Cl)Cl, [Cs+], [Cs+], O=C(O)C(F)(F)F, O=C(C=Cc1ccccc1)C=Cc1ccccc1, O=C(C=Cc1ccccc1)C=Cc1ccccc1, O=C(C=Cc1ccccc1)C=Cc1ccccc1, [Pd], [Pd]. Reactants: IC1=C(C=CC=C1)I (diiodobenzene), C(CCC)SCCCC (n-butyl sulfide). The product is IC1=CC=C(C=C1)SCCCC (n-Butyl 4-Iodophenyl Sulfide). RXN SMILES: I[C:2]1[CH:7]=[CH:6][CH:5]=[CH:4][C:3]=1[I:8].[CH2:9]([S:13]CCCC)[CH2:10][CH2:11][CH3:12]>>[I:8][C:3]1[CH:4]=[CH:5][C:6]([S:13][CH2:9][CH2:10][CH2:11][CH3:12])=[CH:7][CH:2]=1. Reported procedure: The general procedure was used to convert diiodobenzene and n-butyl sulfide to the title product. Purification by flash chromatography (hexane as the eluent) gave the analytically pure product as a pale yellow oil (512 mg, 88% yield). 1H NMR (300 MHz, CDCl3) δ 7.58–7.55 (d, J=8.4, 2H; Ha, Ha′), 7.05–7.02 (d, J=8.2, 2H; Hb, Hb′), 2.91–2.86 (t, J=7.3, 2H; Hc), 1.67–1.49 (m, 2H; Hd), 1.42–1.30 (m, 2H; He), 0.94–0.89 (t, J=7.3, 3H; methyl protons). 13C NMR (75 MHz, CDCl3) δ 137.6 (C1, C1′), 137.2 (C... Starting materials: CN1C(=O)C2(CCN(C(=O)C=Cc3ccccc3C(F)(F)F)CC2)c2cc(C(=O)O)ccc21, CN1CCNCC1, CCN=C=NCCCN(C)C, CCN(C(C)C)C(C)C, ClCCl, On1nnc2ccccc21. The product is CN1CCN(C(=O)c2ccc3c(c2)C2(CCN(C(=O)C=Cc4ccccc4C(F)(F)F)CC2)C(=O)N3C)CC1. As a reaction SMILES: [CH3:1][N:2]1[C:3](=[O:33])[C:4]2([c:5]3[cH:6][c:7]([C:11](=[O:12])[OH:13])[cH:8][cH:9][c:10]31)[CH2:14][CH2:15][N:16]([C:19]([CH:20]=[CH:21][c:22]1[c:23]([C:28]([F:29])([F:30])[F:31])[cH:24][cH:25][cH:26][cH:27]1)=[O:32])[CH2:17][CH2:18]2.[CH3:34][N:35]1[CH2:36][CH2:37][NH:38][CH2:39][CH2:40]1.[CH3:51][CH2:52][N:53]=[C:54]=[N:55][CH2:56][CH2:57][CH2:58][N:59]([CH3:60])[CH3:61].[CH:62]([N:63]([CH2:64][CH3:65])[CH:66]([CH3:67])[CH3:68])([CH3:69])[CH3:70].[Cl:71][CH2:72][Cl:73].[OH:41][n:42]1[c:43]2[c:44]([cH:45][cH:46][cH:47][cH:48]2)[n:49][n:50]1>>[CH3:1][N:2]1[C:3](=[O:33])[C:4]2([c:5]3[cH:6][c:7]([C:11](=[O:13])[N:38]4[CH2:37][CH2:36][N:35]([CH3:34])[CH2:40][CH2:39]4)[cH:8][cH:9][c:10]31)[CH2:14][CH2:15][N:16]([C:19]([CH:20]=[CH:21][c:22]1[c:23]([C:28]([F:29])([F:30])[F:31])[cH:24][cH:25][cH:26][cH:27]1)=[O:32])[CH2:17][CH2:18]2. Reactants: CN(C)c1ccncc1, ClCCl, OCC1COc2ccc3[nH]ccc3c2O1, Cc1ccc(S(=O)(=O)Cl)cc1. Yields the product Cc1ccc(S(=O)(=O)OCC2COc3ccc4[nH]ccc4c3O2)cc1. Reaction SMILES: [CH3:30][N:31]([CH3:32])[c:33]1[cH:34][cH:35][n:36][cH:37][cH:38]1.[Cl:27][CH2:28][Cl:29].[O:1]1[CH:2]([CH2:14][OH:15])[CH2:3][O:4][c:5]2[c:6]1[c:7]1[cH:8][cH:9][nH:10][c:11]1[cH:12][cH:13]2.[c:16]1([CH3:26])[cH:17][cH:18][c:19]([S:22](=[O:23])(=[O:24])[Cl:25])[cH:20][cH:21]1>>[O:1]1[CH:2]([CH2:14][O:15][S:22]([c:19]2[cH:18][cH:17][c:16]([CH3:26])[cH:21][cH:20]2)(=[O:23])=[O:24])[CH2:3][O:4][c:5]2[c:6]1[c:7]1[cH:8][cH:9][nH:10][c:11]1[cH:12][cH:13]2.